From a dataset of the Open Reaction Database (ORD), a public repository of structured organic reaction records. describe an organic reaction: reactants, conditions, products, and yield Starting materials: O (water), ClC1=C(SC=C1)C(=O)NNC(C1=CC=C(C=C1)C(F)(F)F)=O (N-(3-Chloro-thiophene-2-carbonyl)-N′-(4-trifluoromethylbenzoyl)-hydrazine), ClC1=C(SC=C1)C(=O)NN (3-chloro-2-thiophenecarboxylic acid hydrazide), FC(C1=CC=C(C(=O)Cl)C=C1)(F)F (4-trifluoromethylbenzoyl chloride). The solvent is N1=CC=CC=C1 (pyridine). The product is ClC1=C(SC=C1)C1=NN(CO1)C1=CC=C(C=C1)C(F)(F)F (5-(3-Chloro-thiophen-2-yl)-3-(4-trifluoromethyl-phenyl)-[1,3,4]-oxadiazole). Isolated yield 93.0%. RXN SMILES: [Cl:1][C:2]1[CH:6]=[CH:5][S:4][C:3]=1[C:7]([NH:9][NH:10][C:11](=[O:22])C1C=CC(C(F)(F)F)=CC=1)=O.ClC1C=CSC=1C(NN)=O.[F:33][C:34]([F:45])([F:44])[C:35]1[CH:43]=[CH:42][C:38](C(Cl)=O)=[CH:37][CH:36]=1.O>N1C=CC=CC=1>[Cl:1][C:2]1[CH:6]=[CH:5][S:4][C:3]=1[C:7]1[O:22][CH2:11][N:10]([C:38]2[CH:37]=[CH:36][C:35]([C:34]([F:33])([F:44])[F:45])=[CH:43][CH:42]=2)[N:9]=1. Procedure: N-(3-Chloro-thiophene-2-carbonyl)-N′-(4-trifluoromethylbenzoyl)-hydrazine: A solution of 3-chloro-2-thiophenecarboxylic acid hydrazide (70.4 mg, 0.4 mmol), 4-trifluoromethylbenzoyl chloride (83.6 mg, 0.4 mmol) in pyridine (5 mL) was refluxed for 4 h and then cooled. The solution was diluted by water and the precipitate was collected by filtration, and then dried to yield 129 mg (93%) of the title compound. Reactants: N1(CCC2=CC=CC=C12)CCOC1=CC=C(CC2C(N(C(S2)=O)C(C2=CC=CC=C2)(C2=CC=CC=C2)C2=CC=CC=C2)=O)C=C1 (5-{4-[2-(indolin-1-yl)ethoxy]benzyl}-3-triphenylmethylthiazolidine-2,4-dione), FC(C(=O)O)(F)F (trifluoroacetic acid). The product is N1(CCC2=CC=CC=C12)CCOC1=CC=C(CC2C(NC(S2)=O)=O)C=C1 (5-{4-[2-(Indolin-1-yl)ethoxy]benzyl}thiazolidine-2.4-dione). The yield is 60.0%. Reaction SMILES: [N:1]1([CH2:10][CH2:11][O:12][C:13]2[CH:45]=[CH:44][C:16]([CH2:17][CH:18]3[S:22][C:21](=[O:23])[N:20](C(C4C=CC=CC=4)(C4C=CC=CC=4)C4C=CC=CC=4)[C:19]3=[O:43])=[CH:15][CH:14]=2)[C:9]2[C:4](=[CH:5][CH:6]=[CH:7][CH:8]=2)[CH2:3][CH2:2]1.FC(F)(F)C(O)=O>>[N:1]1([CH2:10][CH2:11][O:12][C:13]2[CH:45]=[CH:44][C:16]([CH2:17][CH:18]3[S:22][C:21](=[O:23])[NH:20][C:19]3=[O:43])=[CH:15][CH:14]=2)[C:9]2[C:4](=[CH:5][CH:6]=[CH:7][CH:8]=2)[CH2:3][CH2:2]1. Reported procedure: A procedure similar to that described in Example 2 was repeated, except that 470 mg of 5-{4-[2-(indolin-1-yl)ethoxy]benzyl}-3-triphenylmethylthiazolidine-2,4-dione (prepared as described in Preparation 10) and 3 ml of trifluoroacetic acid were used, to give 170 mg of the title compound, melting at 132.8°-135.6° C. Reactants: ClC=1C(=NC=C(N1)N(C(C)C)C)C=O (3-chloro-5-[methyl(1-methylethyl)amino]pyrazine-2-carbaldehyde), C(C1=CC=CC=C1)NC[C@H](COC)O ((2R)-1-(benzylamino)-3-methoxypropan-2-ol), C(C)(=O)O[BH-](OC(C)=O)OC(C)=O.[Na+] (sodium triacetoxyborohydride), C(O)([O-])=O.[Na+] (sodium hydrogen carbonate). Run in C(C)#N (acetonitrile), C(C)(=O)O (acetic acid). Conditions: time 5.5 hour. The product is C(C1=CC=CC=C1)N(C[C@H](COC)O)CC1=NC=C(N=C1Cl)N(C(C)C)C ((2R)-1-[benzyl({3-chloro-5-[methyl(1-methylethyl)amino]pyrazin-2-yl}methyl)amino]-3-methoxypropan-2-ol). Yield: 62.7%. RXN SMILES: [Cl:1][C:2]1[C:3]([CH:13]=O)=[N:4][CH:5]=[C:6]([N:8]([CH3:12])[CH:9]([CH3:11])[CH3:10])[N:7]=1.[CH2:15]([NH:22][CH2:23][C@@H:24]([OH:28])[CH2:25][O:26][CH3:27])[C:16]1[CH:21]=[CH:20][CH:19]=[CH:18][CH:17]=1.C(O[BH-](OC(=O)C)OC(=O)C)(=O)C.[Na+].C(=O)([O-])O.[Na+]>C(#N)C.C(O)(=O)C>[CH2:15]([N:22]([CH2:13][C:3]1[C:2]([Cl:1])=[N:7][C:6]([N:8]([CH3:12])[CH:9]([CH3:10])[CH3:11])=[CH:5][N:4]=1)[CH2:23][C@@H:24]([OH:28])[CH2:25][O:26][CH3:27])[C:16]1[CH:21]=[CH:20][CH:19]=[CH:18][CH:17]=1 |f:2.3,4.5|. Reported procedure: To a solution of 3-chloro-5-[methyl(1-methylethyl)amino]pyrazine-2-carbaldehyde (321 mg), (2R)-1-(benzylamino)-3-methoxypropan-2-ol (351 mg) and acetic acid (258 μL) in acetonitrile (5 mL) was added sodium triacetoxyborohydride (477 mg), and the mixture was stirred at room temperature for 5.5 hr. To the reaction mixture was added dropwise saturated sodium hydrogen carbonate solution, and the mixture was extracted with ethyl acetate. The organic layer was washed with saturated brine and dried ove... The reactants are C(C)(=O)O (acetic acid), C(C)(=O)O (acetic acid), [Co] (cobalt), C(=O)=O (dry ice). Solvent: O (water), O (water). Yields the product O.[Co] (cobalt hydrate), C(C)(=O)[O-].[Co+2].C(C)(=O)[O-] (cobalt acetate). RXN SMILES: [C:1]([OH:4])(=[O:3])[CH3:2].C(=O)=O.[Co:8]>O>[OH2:3].[Co:8].[C:1]([O-:4])(=[O:3])[CH3:2].[Co+2:8].[C:1]([O-:4])(=[O:3])[CH3:2] |f:4.5,6.7.8|. Procedure: The oxidation zone consisted of a vertical, glass tube oxidizer 60 inches (152.4 cm) in length and 2 inches (5.1 cm) in diameter having a capacity of 3.7L and equipped with inlets at the base for feeding air and the hydrolysis zone effluent. The top of the oxidizer was equipped with, in order, a heater exchanger for condensing acetic acid and water from the oxidizer vapor effluent, a vapor/liquid separator, a pressure-regulating valve, a trap cooled to -67° C. by dry ice (solid carbon dioxide) a...